This data is from the Open Reaction Database (ORD), a public repository of structured organic reaction records. The task is: describe an organic reaction: reactants, conditions, products, and yield The reactants are COC1=CC=C(CN2N=NC(=C2)C(=O)OCC)C=C1 (ethyl 1-(4-methoxybenzyl)-1H-1,2,3-triazole-4-carboxylate), O[Li].O (LiOH.H2O). Run in CO.O (MeOH H2O). Run at time 8 hour. Yields the product COC1=CC=C(CN2N=NC(=C2)C(=O)O)C=C1 (1-(4-methoxybenzyl)-1H-1,2,3-triazole-4-carboxylic acid). Isolated yield 94.0%. As a reaction SMILES: [CH3:1][O:2][C:3]1[CH:19]=[CH:18][C:6]([CH2:7][N:8]2[CH:12]=[C:11]([C:13]([O:15]CC)=[O:14])[N:10]=[N:9]2)=[CH:5][CH:4]=1.O[Li].O>CO.O>[CH3:1][O:2][C:3]1[CH:4]=[CH:5][C:6]([CH2:7][N:8]2[CH:12]=[C:11]([C:13]([OH:15])=[O:14])[N:10]=[N:9]2)=[CH:18][CH:19]=1 |f:1.2,3.4|. Procedure details: To a mixture of ethyl 1-(4-methoxybenzyl)-1H-1,2,3-triazole-4-carboxylate (190.0 g, 0.73 mol) and MeOH/H2O (350 mL/100 mL) was added LiOH.H2O (42.0 g, 0.97 mol) in portions at 0° C. and the reaction mixture was stirred at room temperature overnight. The mixture was evaporated, the residue was diluted with water (250 mL), then extracted with Et2O (3×75 mL) to remove neutral impurities. The aqueous layer was adjusted to pH=3-4 with conc. HCl and the precipitate was filtered to afford the title com... The reactants are O=C([O-])[O-], CC(C)C[AlH]CC(C)C, ClCCl, [K+], [K+], COP(=O)(OC)C(=[N+]=[N-])C(C)=O, CCOC(=O)C1CCN(CCCC(C)(C)S(=O)(=O)c2ccccc2)CC1. Product: C#CC1CCN(CCCC(C)(C)S(=O)(=O)c2ccccc2)CC1. As a reaction SMILES: [C:48](=[O:49])([O-:50])[O-:51].[CH3:27][CH:28]([CH2:29][AlH:30][CH2:31][CH:32]([CH3:33])[CH3:34])[CH3:35].[Cl:54][CH2:55][Cl:56].[K+:52].[K+:53].[N+:36](=[C:37]([P:38](=[O:39])([O:40][CH3:41])[O:42][CH3:43])[C:44](=[O:45])[CH3:46])=[N-:47].[c:1]1([S:7](=[O:8])(=[O:9])[C:10]([CH2:11][CH2:12][CH2:13][N:14]2[CH2:15][CH2:16][CH:17]([C:20]([O:21][CH2:22][CH3:23])=[O:24])[CH2:18][CH2:19]2)([CH3:25])[CH3:26])[cH:2][cH:3][cH:4][cH:5][cH:6]1>>[c:1]1([S:7](=[O:8])(=[O:9])[C:10]([CH2:11][CH2:12][CH2:13][N:14]2[CH2:15][CH2:16][CH:17]([C:20]#[CH:27])[CH2:18][CH2:19]2)([CH3:25])[CH3:26])[cH:2][cH:3][cH:4][cH:5][cH:6]1. Reactants: COC(=O)OC(=O)OC, O=C([O-])[O-], Cc1ccc(C(=O)O)cc1C, Cc1cccc(B(O)O)c1C, [K+], [K+], C1COCCO1, O, [Pd]. Product: Cc1ccc(C(=O)c2cccc(C)c2C)cc1C. RXN SMILES: [C:23]([O:24][C:25]([O:26][CH3:27])=[O:28])([O:29][CH3:30])=[O:31].[C:32](=[O:33])([O-:34])[O-:35].[CH3:12][c:13]1[cH:14][c:15]([C:16](=[O:17])[OH:18])[cH:19][cH:20][c:21]1[CH3:22].[CH3:1][c:2]1[c:3]([B:9]([OH:10])[OH:11])[cH:4][cH:5][cH:6][c:7]1[CH3:8].[K+:36].[K+:37].[O:39]1[CH2:40][CH2:41][O:42][CH2:43][CH2:44]1.[OH2:45].[Pd:38]>>[CH3:1][c:2]1[c:3]([C:16]([c:15]2[cH:14][c:13]([CH3:12])[c:21]([CH3:22])[cH:20][cH:19]2)=[O:17])[cH:4][cH:5][cH:6][c:7]1[CH3:8]. The product is COCc1cccc(CC(C(C)=O)C(=O)OC)c1. RXN SMILES: [Br:10][CH2:11][c:12]1[cH:13][c:14]([CH2:18][O:19][CH3:20])[cH:15][cH:16][cH:17]1.[C:2]([CH2:3][C:4](=[O:5])[CH3:6])(=[O:7])[O:8][CH3:9].[CH3:21][OH:22].[Na:1]>>[C:2]([CH:3]([C:4](=[O:5])[CH3:6])[CH2:11][c:12]1[cH:13][c:14]([CH2:18][O:19][CH3:20])[cH:15][cH:16][cH:17]1)(=[O:7])[O:8][CH3:9]. Starting materials: COCc1cccc(CBr)c1, COC(=O)CC(C)=O, CO, [Na]. As a reaction SMILES: [CH:1]1([N:4]2[C:13]3[C:8](=[C:9]([CH3:17])[C:10]([F:16])=[C:11](F)[C:12]=3[F:14])[C:7](=[O:18])[C:6]([C:19]([OH:21])=[O:20])=[CH:5]2)[CH2:3][CH2:2]1.Cl.[N:23]1([CH:28]2[CH2:32][CH2:31][NH:30][CH2:29]2)[CH:27]=[N:26][CH:25]=[N:24]1.C1CCN2C(=NCCC2)CC1>N1C=CC=CC=1>[CH:1]1([N:4]2[C:13]3[C:8](=[C:9]([CH3:17])[C:10]([F:16])=[C:11]([N:30]4[CH2:31][CH2:32][CH:28]([N:23]5[CH:27]=[N:26][CH:25]=[N:24]5)[CH2:29]4)[C:12]=3[F:14])[C:7](=[O:18])[C:6]([C:19]([OH:21])=[O:20])=[CH:5]2)[CH2:2][CH2:3]1 |f:1.2|. The yield is 28.9%. The solvent is N1=CC=CC=C1 (pyridine). Procedure details: 1-Cyclopropyl-5-methyl-6,7,8-trifluoro-1,4-dihydro-4-oxoquinoline-3-carboxylic acid (30 mg, 0.1 mmol) was reacted with 40 mg (0.2 mmol) of 3-(1,2,4-triazol-1-yl)pyrrolidine hydrochloride in 2 ml of pyridine in the presence of 70 mg (0.45 mmol) of DBU at 95° C. overnight. The orange solution was evaporated to dryness and to the residue water was added. The orange solid was collected and washed with methanol to yield 19 mg of the crude product, which upon further purification from methanol yielded... Yields the product C1(CC1)N1C=C(C(C2=C(C(=C(C(=C12)F)N1CC(CC1)N1N=CN=C1)F)C)=O)C(=O)O (1-Cyclopropyl-6,8-difluoro-5-methyl-7-[3-(1,2,4-triazol-1-yl)-pyrrolidin-1-yl]-1,4-dihydro-4-oxoquinoline-3-carboxylic acid). Starting materials: C1(CC1)N1C=C(C(C2=C(C(=C(C(=C12)F)F)F)C)=O)C(=O)O (1-Cyclopropyl-5-methyl-6,7,8-trifluoro-1,4-dihydro-4-oxoquinoline-3-carboxylic acid), Cl.N1(N=CN=C1)C1CNCC1 (3-(1,2,4-triazol-1-yl)pyrrolidine hydrochloride), C1CCC2=NCCCN2CC1 (DBU). Starting materials: CC(C)(C)OC(=O)NCCc1ccc(Oc2ccc([N+](=O)[O-])cc2)cc1, CO. Yields the product CC(C)(C)OC(=O)NCCc1ccc(Oc2ccc(N)cc2)cc1. As a reaction SMILES: [C:1]([CH3:2])([CH3:3])([CH3:4])[O:5][C:6]([NH:7][CH2:8][CH2:9][c:10]1[cH:11][cH:12][c:13]([O:16][c:17]2[cH:18][cH:19][c:20]([N+:23]([O-:24])=[O:25])[cH:21][cH:22]2)[cH:14][cH:15]1)=[O:26].[CH3:27][OH:28]>>[C:1]([CH3:2])([CH3:3])([CH3:4])[O:5][C:6]([NH:7][CH2:8][CH2:9][c:10]1[cH:11][cH:12][c:13]([O:16][c:17]2[cH:18][cH:19][c:20]([NH2:23])[cH:21][cH:22]2)[cH:14][cH:15]1)=[O:26]. Product: FC1=C(C=CC(=C1)C(C)C=1N=C(SC1C(=O)O)NC)C1=CC=CC=C1 (4-(1-(2-fluoro-4-biphenylyl)ethyl)-2-methylamino-5-thiazolecarboxylic acid). The solvent is S(O)(O)(=O)=O (sulfuric acid), O (water), CC(=O)C (acetone). The yield is 20.0%. Reaction SMILES: [CH:1]([C:3]1[S:7][C:6]([NH:8][CH3:9])=[N:5][C:4]=1[CH:10]([C:12]1[CH:17]=[CH:16][C:15]([C:18]2[CH:23]=[CH:22][CH:21]=[CH:20][CH:19]=2)=[C:14]([F:24])[CH:13]=1)[CH3:11])=[O:2].CC(C)=[O:27].OS(O)(=O)=O.O=[Cr](=O)=O.[Cr](O)(O)(=O)=O.CC(O)C>CC(C)=O.S(=O)(=O)(O)O.O>[F:24][C:14]1[CH:13]=[C:12]([CH:10]([C:4]2[N:5]=[C:6]([NH:8][CH3:9])[S:7][C:3]=2[C:1]([OH:27])=[O:2])[CH3:11])[CH:17]=[CH:16][C:15]=1[C:18]1[CH:23]=[CH:22][CH:21]=[CH:20][CH:19]=1 |f:1.2.3|. The reactants are CC(=O)C.OS(=O)(=O)O.O=[Cr](=O)=O (Jones reagent), [Cr](=O)(=O)(O)O (chromic acid), C(=O)C1=C(N=C(S1)NC)C(C)C1=CC(=C(C=C1)C1=CC=CC=C1)F (5-Formyl-4-(1-(2-fluoro-4-biphenylyl)ethyl)-2-methylaminothiazole), CC(=O)C.OS(=O)(=O)O.O=[Cr](=O)=O (Jones reagent), CC(C)O (2-propyl alcohol). Procedure: 5-Formyl-4-(1-(2-fluoro-4-biphenylyl)ethyl)-2-methylaminothiazole (1.00 g, 2.9 mmoles) was dissolved in acetone (20 ml). Jones reagent (chromic acid (VI) dissolved in a mixture of concentrated sulfuric acid and water) (2 ml) was added dropwise thereinto while cooling the system with ice, after which it was stirred for one hour. Then, an additional 2 ml of Jones reagent was added dropwise and the resulting mixture was stirred for one hour. A small quantity of 2-propyl alcohol was added to the rea... Conditions: time 1 hour. Starting materials: NC=1C=CC(=C(C1)[C@]1(NC(COC(C1)(C)C)=S)C)F ((S)-5-(5-amino-2-fluoro-phenyl)-5,7,7-trimethyl-[1,4]oxazepane-3-thione), FC1(C(C1)C(=O)O)F (2,2-difluoro-cyclopropanecarboxylic acid). Yields the product FC1=C(C=C(C=C1)NC(=O)C1C(C1)(F)F)[C@]1(NC(COC(C1)(C)C)=S)C (2,2-Difluoro-cyclopropanecarboxylic acid [4-fluoro-3-((S)-5,7,7-trimethyl-3-thioxo-[1,4]oxazepan-5-yl)-phenyl]-amide). Isolated yield 61.0%. Reaction SMILES: [NH2:1][C:2]1[CH:3]=[CH:4][C:5]([F:19])=[C:6]([C@:8]2([CH3:18])[CH2:14][C:13]([CH3:16])([CH3:15])[O:12][CH2:11][C:10](=[S:17])[NH:9]2)[CH:7]=1.[F:20][C:21]1([F:27])[CH2:23][CH:22]1[C:24](O)=[O:25]>>[F:19][C:5]1[CH:4]=[CH:3][C:2]([NH:1][C:24]([CH:22]2[CH2:23][C:21]2([F:27])[F:20])=[O:25])=[CH:7][C:6]=1[C@:8]1([CH3:18])[CH2:14][C:13]([CH3:16])([CH3:15])[O:12][CH2:11][C:10](=[S:17])[NH:9]1. Procedure details: The compound was prepared in an analogous manner as described for intermediate B14A from (S)-5-(5-amino-2-fluoro-phenyl)-5,7,7-trimethyl-[1,4]oxazepane-3-thione (intermediate A17A) (151 mg, 0.54 mmol) and commercially available 2,2-difluoro-cyclopropanecarboxylic acid [CAS No. 107873-03-0] (82 mg, 0.67 mmol). The compound was obtained as light yellow foam (158 mg, 61%). MS (ISP): m/z=387.1 [(M+H)+]. The reactants are CC=1C=C(N)C=C(C1)C (3,5-dimethyl aniline). Reagents/catalysts: [Ru] (ruthenium on carbon). Yields the product N-cis cis-3,5-Dimethylcyclohexyl-N-cyclopentyl amine, CC1CC(CC(C1)C)N (3,5-dimethylcyclohexyl amine). As a reaction SMILES: [CH3:1][C:2]1[CH:3]=[C:4]([CH:6]=[C:7]([CH3:9])[CH:8]=1)[NH2:5]>[Ru]>[CH3:1][CH:2]1[CH2:8][CH:7]([CH3:9])[CH2:6][CH:4]([NH2:5])[CH2:3]1. Procedure details: N-cis, cis-3,5-Dimethylcyclohexyl-N-cyclopentyl amine is synthesized as shown in Scheme M. 3,5-Dimethylcyclohexyl amine is synthesized by catalytic hydrogenation of 3,5-dimethyl aniline for 7 to 24 hours. A suitable catalyst is 5% ruthenium on carbon. Hydrogenation pressure may change from 500 to 1500 psi and temperatures may range from 80° to 150°. N-cis cis-3,5-Dimethylcyclohexyl-N-cyclopentyl amine is formed by reductive amination of cyclpentanone with 3,5-dimethylcyclohexyl amine. The reduct...